This data is from the Open Reaction Database (ORD), a public repository of structured organic reaction records. The task is: describe an organic reaction: reactants, conditions, products, and yield Reactants: BrC=1N=C(C(=NC1N[C@H]1[C@H](CC2=CC=CC=C12)O)C(=O)OC)C1=C(C=C(C=C1)Cl)Cl (methyl 5-bromo-3-(2,4-dichlorophenyl)-6-{[(1R,2S)-2-hydroxy-2,3-dihydro-1H-inden-1-yl]amino}pyrazine-2-carboxylate), C[O-].[Na+] (NaOMe), CO (MeOH). Solvent: CCOC(=O)C (EtOAc). Yields the product ClC1=C(C=CC(=C1)Cl)C=1C(=NC(=C(N1)OC)N[C@H]1[C@H](CC2=CC=CC=C12)O)C(=O)OCC (ethyl 3-(2,4-dichlorophenyl)-6-{[(1R,2S)-2-hydroxy-2,3-dihydro-1H-inden-1-yl]amino}-5-methoxypyrazine-2-carboxylate). The yield is 73.0%. As a reaction SMILES: Br[C:2]1[N:3]=[C:4]([C:23]2[CH:28]=[CH:27][C:26]([Cl:29])=[CH:25][C:24]=2[Cl:30])[C:5]([C:19]([O:21][CH3:22])=[O:20])=[N:6][C:7]=1[NH:8][C@@H:9]1[C:17]2[C:12](=[CH:13][CH:14]=[CH:15][CH:16]=2)[CH2:11][C@@H:10]1[OH:18].[CH3:31][O-:32].[Na+].[CH3:34]O>CCOC(C)=O>[Cl:30][C:24]1[CH:25]=[C:26]([Cl:29])[CH:27]=[CH:28][C:23]=1[C:4]1[C:5]([C:19]([O:21][CH2:22][CH3:34])=[O:20])=[N:6][C:7]([NH:8][C@@H:9]2[C:17]3[C:12](=[CH:13][CH:14]=[CH:15][CH:16]=3)[CH2:11][C@@H:10]2[OH:18])=[C:2]([O:32][CH3:31])[N:3]=1 |f:1.2|. Procedure details: To a solution of methyl 5-bromo-3-(2,4-dichlorophenyl)-6-{[(1R,2S)-2-hydroxy-2,3-dihydro-1H-inden-1-yl]amino}pyrazine-2-carboxylate (0.19 g, 0.37 mmol) in MeOH (3.7 mL) was added NaOMe (60 mg, 1.1 mmol). The mixture was heated at reflux for 3 hr. Cool to rt, and dilute with EtOAc. Wash with sat. aq. NaHCO3. Dry organic extract over MgSO4, filter and concentrate. Purify by biotage MPLC (90 g column, 25% ethyl acetate/hexanes) to afford 0.15 g (73%) of ethyl 3-(2,4-dichlorophenyl)-6-{[(1R,2S)-2-hy... Reactants: C(C)(C)OC(CC1=CC(=CC=C1)OC(C)C)=O (3-isopropoxy-phenyl-acetic acid isopropyl ester), [OH-].[Na+] (sodium hydroxide). Solvent: C(C)O.O (ethanol water). Reaction conditions: time 18 hour. Product: C(C)(C)OC=1C=C(C=CC1)CC(=O)O (3-isopropoxy-phenyl-acetic acid). RXN SMILES: C([O:4][C:5](=[O:17])[CH2:6][C:7]1[CH:12]=[CH:11][CH:10]=[C:9]([O:13][CH:14]([CH3:16])[CH3:15])[CH:8]=1)(C)C.[OH-].[Na+]>C(O)C.O>[CH:14]([O:13][C:9]1[CH:8]=[C:7]([CH2:6][C:5]([OH:17])=[O:4])[CH:12]=[CH:11][CH:10]=1)([CH3:16])[CH3:15] |f:1.2,3.4|. Procedure: Combine 3-isopropoxy-phenyl-acetic acid isopropyl ester 10.2 g, 43.2 mmol) and sodium hydroxide (2.08 g, 51.8 mmol) in 1/1 ethanol/water (80 mL). Heat to reflux. After 18 hours, remove the ethanol by evaporation in vacuo and acidify to pH=1 using an aqueous solution with 1M hydrochloric acid solution. Extract the aqueous solution 3 times with ethyl acetate. Extract the combined organic layers with water and saturated sodium chloride solution. Dry the organic layer over MgSO4, filter, and evapora... The reactants are B (borane), C(C(=O)O)(=O)O (oxalic acid), N1C=C(C2=CC=CC=C12)SC1=C(C(=O)N(C)C)C=CC=C1 (2-(1H-Indol-3-ylsulfanyl)-N,N-dimethyl benzamide), CO (Methanol). The solvent is O1CCCC1 (tetrahydrofuran), O1CCCC1 (tetrahydrofuran). Conditions: time 24 hour. The product is N1C=C(C2=CC=CC=C12)SC1=C(CN(C)C)C=CC=C1 ([2-(1H-Indol-3-ylsulfanyl)benzyl]dimethyl amine). RXN SMILES: [NH:1]1[C:9]2[C:4](=[CH:5][CH:6]=[CH:7][CH:8]=2)[C:3]([S:10][C:11]2[CH:21]=[CH:20][CH:19]=[CH:18][C:12]=2[C:13]([N:15]([CH3:17])[CH3:16])=O)=[CH:2]1.B.CO.C(O)(=O)C(O)=O>O1CCCC1>[NH:1]1[C:9]2[C:4](=[CH:5][CH:6]=[CH:7][CH:8]=2)[C:3]([S:10][C:11]2[CH:21]=[CH:20][CH:19]=[CH:18][C:12]=2[CH2:13][N:15]([CH3:17])[CH3:16])=[CH:2]1. Procedure details: 2-(1H-Indol-3-ylsulfanyl)-N,N-dimethyl benzamide (1 mmol) was dissolved in dry tetrahydrofuran (30 mL). To the mixture was added 3 mL 1 M borane in tetrahydrofuran and the mixture was stirred at room temperature for 24 hours. Methanol (5 mL) was added and the mixture stirred at room temperature for 30 min and then evaporated in vacuo. The mixture was redissolved in ethyl acetate (100 mL) and washed with saturated sodium hydrogen carbonate (20 mL), dried over anhydrous MgSO4 and evaporated in vac... Reactants: 30, C(C)OC=1C=C(C=C(C1OCC)OCC)C (3,4,5-triethoxytoluene), [F-].[Na+] (sodium fluoride), stainless steel. Solvent: C(C)O (ethanol). Product: C(C)OC1=CC(C=C(C1(OCC)OCC)OCC)(C)OCC (1,3,5,6,6-pentaethoxy-3-methyl-1,4-cyclohexadiene). As a reaction SMILES: [CH2:1]([O:3][C:4]1[CH:5]=[C:6]([CH3:16])[CH:7]=[C:8]([O:13][CH2:14][CH3:15])[C:9]=1[O:10][CH2:11][CH3:12])[CH3:2].[F-].[Na+]>C(O)C>[CH2:14]([O:13][C:8]1[C:9]([O:3][CH2:1][CH3:2])([O:10][CH2:11][CH3:12])[C:4]([O:3][CH2:1][CH3:2])=[CH:5][C:6]([O:10][CH2:9][CH3:4])([CH3:16])[CH:7]=1)[CH3:15] |f:1.2|. Reported procedure: A 224 mg quantity of 3,4,5-triethoxytoluene and 20 mg of sodium fluoride were dissolved in 10 ml of ethanol. Electrolysis was conducted by immersing a carbon electrode as the anode and a stainless steel electrode as the cathode each having an electrolytic area of 3 cm2 , stirring the solution at room temperature and passing through the solution constant current of 30 mA at an electric charge of 3 F/mol. Subsequently the same procedure as in Example 1 was repeated producing 287 mg of 1,3,5,6,6-pe... Run in CC(CC(C)=O)C (4-methyl-2-pentanone), O (water). Procedure: A mixture of 8 parts of N-(2-chloroethyl)-4-fluoro-α-(4-fluorophenyl)benzenemethanamine hydrochloride, 5.7 parts of 1-(4-fluorophenyl)-1,3,8-triazaspiro[4,5]decan-4-one, 10 parts of sodium carbonate, 0.1 parts of potassium iodide and 80 parts of 4-methyl-2-pentanone is stirred and refluxed overnight. The reaction mixture is taken up in water and after stirring for a while, the precipitated product is filtered off. The product is washed with 4-methyl-2-pentanone, dried and crystallized from 4-met... The product is FC1=CC=C(C=C1)C(C1=CC=C(C=C1)F)NCCN1CCC2(C(NCN2C2=CC=C(C=C2)F)=O)CC1 (8-[2-{[bis(4-fluorophenyl)methyl]amino}ethyl]-1-(4-fluorophenyl)-1,3,8-triazaspiro[4,5]decan-4-one). Reaction SMILES: Cl.Cl[CH2:3][CH2:4][NH:5][CH:6]([C:14]1[CH:19]=[CH:18][C:17]([F:20])=[CH:16][CH:15]=1)[C:7]1[CH:12]=[CH:11][C:10]([F:13])=[CH:9][CH:8]=1.[F:21][C:22]1[CH:27]=[CH:26][C:25]([N:28]2[C:32]3([CH2:37][CH2:36][NH:35][CH2:34][CH2:33]3)[C:31](=[O:38])[NH:30][CH2:29]2)=[CH:24][CH:23]=1.C(=O)([O-])[O-].[Na+].[Na+].[I-].[K+]>O.CC(C)CC(=O)C>[F:13][C:10]1[CH:11]=[CH:12][C:7]([CH:6]([NH:5][CH2:4][CH2:3][N:35]2[CH2:34][CH2:33][C:32]3([N:28]([C:25]4[CH:24]=[CH:23][C:22]([F:21])=[CH:27][CH:26]=4)[CH2:29][NH:30][C:31]3=[O:38])[CH2:37][CH2:36]2)[C:14]2[CH:19]=[CH:18][C:17]([F:20])=[CH:16][CH:15]=2)=[CH:8][CH:9]=1 |f:0.1,3.4.5,6.7|. Starting materials: Cl.ClCCNC(C1=CC=C(C=C1)F)C1=CC=C(C=C1)F (N-(2-chloroethyl)-4-fluoro-α-(4-fluorophenyl)benzenemethanamine hydrochloride), FC1=CC=C(C=C1)N1CNC(C12CCNCC2)=O (1-(4-fluorophenyl)-1,3,8-triazaspiro[4,5]decan-4-one), C([O-])([O-])=O.[Na+].[Na+] (sodium carbonate), [I-].[K+] (potassium iodide).